From a dataset of the Open Reaction Database (ORD), a public repository of structured organic reaction records. describe an organic reaction: reactants, conditions, products, and yield The reactants are O=C(Cl)c1ccccc1Cl, Nc1cnc2[nH]c(-c3ccccc3)nc2c1, c1ccncc1. Product: O=C(Nc1cnc2[nH]c(-c3ccccc3)nc2c1)c1ccccc1Cl. As a reaction SMILES: [Cl:17][C:18](=[O:19])[c:20]1[cH:21][cH:22][cH:23][cH:24][c:25]1[Cl:26].[c:1]1(-[c:7]2[n:8][c:9]3[c:10]([n:11][cH:12][c:13]([NH2:15])[cH:14]3)[nH:16]2)[cH:2][cH:3][cH:4][cH:5][cH:6]1.[cH:27]1[cH:28][cH:29][n:30][cH:31][cH:32]1>>[c:1]1(-[c:7]2[n:8][c:9]3[c:10]([n:11][cH:12][c:13]([NH:15][C:18](=[O:19])[c:20]4[cH:21][cH:22][cH:23][cH:24][c:25]4[Cl:26])[cH:14]3)[nH:16]2)[cH:2][cH:3][cH:4][cH:5][cH:6]1. The reactants are CC12CC(CC(NC1)C2)(C)C (1,3,3-trimethyl-6-aza-bicyclo[3,2,1]octane), C(C=C)(=O)OCC (ethyl acrylate). Run in C(C)OCC (diethyl ether). Run at time 8 hour. The product is C(C)OC(CCN1C2CC(CC(C1)(C2)C)(C)C)=O (3-(1,3,3-trimethyl-6-aza-bicyclo[3,2,1]oct-6-yl)-propionic acid ethyl ester). As a reaction SMILES: [CH3:1][C:2]12[CH2:9][CH:6]([NH:7][CH2:8]1)[CH2:5][C:4]([CH3:11])([CH3:10])[CH2:3]2.[C:12]([O:16][CH2:17][CH3:18])(=[O:15])[CH:13]=[CH2:14]>C(OCC)C>[CH2:17]([O:16][C:12](=[O:15])[CH2:13][CH2:14][N:7]1[CH2:8][C:2]2([CH3:1])[CH2:9][CH:6]1[CH2:5][C:4]([CH3:11])([CH3:10])[CH2:3]2)[CH3:18]. Reported procedure: 15.3 g of 1,3,3-trimethyl-6-aza-bicyclo[3,2,1]octane (0.15 mol) are introduced into 50 ml of diethyl ether, and 15.1 g of ethyl acrylate are gradually added thereto while stirring. A clear solution forms with a slight increase in temperature. After standing overnight at room temperature, the ether is distilled off. The oil which remains is distilled in vacuo to give 3-(1,3,3-trimethyl-6-aza-bicyclo[3,2,1]oct-6-yl)-propionic acid ethyl ester, b.p. 77°/0.013 mbar. Reactants: ClC(=O)OCC(C)C (isobutyl chloroformate), NC1=NC(=NC(=N1)N)NC1CC1 (2,4-diamino-6-cyclopropylamino-s-triazine). Conditions: time 1 hour. The product is C1(CC1)NC1=NC(=NC(=N1)NC(=O)OCC(C)C)NC(=O)OCC(C)C (2-cyclopropylamino-4,6-bis-isobutoxycarbonylamino-s-triazine). Reaction SMILES: Cl[C:2]([O:4][CH2:5][CH:6]([CH3:8])[CH3:7])=[O:3].[NH2:9][C:10]1[N:15]=[C:14]([NH2:16])[N:13]=[C:12]([NH:17][CH:18]2[CH2:20][CH2:19]2)[N:11]=1>CN(C)C1C=CN=CC=1.N1C=CC=CC=1>[CH:18]1([NH:17][C:12]2[N:11]=[C:10]([NH:9][C:2]([O:4][CH2:5][CH:6]([CH3:8])[CH3:7])=[O:3])[N:15]=[C:14]([NH:16][C:2]([O:4][CH2:5][CH:6]([CH3:8])[CH3:7])=[O:3])[N:13]=2)[CH2:20][CH2:19]1. Reported procedure: 16.4 g (0.12 mol) of isobutyl chloroformate are added dropwise to a mixture of 8.3 g (0.05 mol) of 2,4-diamino-6-cyclopropylamino-s-triazine, 0.5 g of 4-dimethylaminopyridine and 125 ml of pyridine. The batch is stirred for 1 hour at room temperature and then for 1 hour at 55°-60° C. After the precipitate has been filtered off, the reaction mixture is concentrated by evaporation in a water-jet vacuum, the residue is taken up in 150 ml of chloroform and extracted with 100 ml of water. After dryin... The solvent is N1=CC=CC=C1 (pyridine). The reagents and catalysts are CN(C1=CC=NC=C1)C (4-dimethylaminopyridine). The reactants are NC1=NC(=C(C(=N1)Cl)CC1=CC=C(C=C1)CC#N)C (2-(4-((2-Amino-4-chloro-6-methylpyrimidin-5-yl)methyl)phenyl)acetonitrile), N[C@H](CCO)CCC ((S)-3-aminohexan-1-ol), C(CCC)O (butan-1-ol), [OH-].[K+] (KOH). Conditions: temperature 100 celsius, time 1.5 hour. The product is NC1=NC(=C(C(=N1)N[C@H](CCO)CCC)CC1=CC=C(C=C1)CC(=O)O)C ((S)-2-(4-((2-Amino-4-(1-hydroxyhexan-3-ylamino)-6-methylpyrimidin-5-yl)methyl)phenyl)acetic acid). Reaction SMILES: [NH2:1][C:2]1[N:7]=[C:6](Cl)[C:5]([CH2:9][C:10]2[CH:15]=[CH:14]C(CC#N)=C[CH:11]=2)=[C:4]([CH3:19])[N:3]=1.[NH2:20][C@@H:21]([CH2:25][CH2:26][CH3:27])[CH2:22][CH2:23][OH:24].[OH-:28].[K+].[CH2:30]([OH:34])[CH2:31][CH2:32][CH3:33]>>[NH2:1][C:2]1[N:7]=[C:6]([NH:20][C@@H:21]([CH2:25][CH2:26][CH3:27])[CH2:22][CH2:23][OH:24])[C:5]([CH2:9][C:10]2[CH:15]=[CH:14][C:32]([CH2:31][C:30]([OH:28])=[O:34])=[CH:33][CH:11]=2)=[C:4]([CH3:19])[N:3]=1 |f:2.3|. Procedure details: A mixture of the product of example 81 step (iii) (0.4 g) and (S)-3-aminohexan-1-ol (0.5 g) in butan-1-ol (3 mL) was sealed into a microwave tube. The reaction was performed in the CEM Microwave, at 160° C. and 100 W for 1.5 h. Aq. 5M KOH (iml) was added and the mixture heated at 100° C. for 48 h. The mixture was cooled and the solvent evaporated under reduced pressure. The residue was purified by RPHPLC to give the subtitle compound, 174 mg. The reactants are NC=1C=CC(=C(OC=2C=CC=3N(C2)N=C(N3)NC(=O)C3CC3)C1)C (N-[6-(5-amino-2-methylphenoxy)[1,2,4]triazolo[1,5-a]pyridin-2-yl]cyclopropanecarboxamide), CN1N=C(C=C1C(=O)Cl)C (1,3-dimethyl-1H-pyrazole-5-carbonyl chloride). Run in CN(C(C)=O)C (N,N-dimethylacetamide). The product is C1(CC1)C(=O)NC1=NN2C(C=CC(=C2)OC=2C=C(C=CC2C)NC(=O)C2=CC(=NN2C)C)=N1 (N-[3-({2-[(cyclopropylcarbonyl)amino][1,2,4]triazolo[1,5-a]pyridin-6-yl}oxy)-4-methylphenyl]-1,3-dimethyl-1H-pyrazole-5-carboxamide). Isolated yield 91.2%. As a reaction SMILES: [NH2:1][C:2]1[CH:3]=[CH:4][C:5]([CH3:24])=[C:6]([CH:23]=1)[O:7][C:8]1[CH:9]=[CH:10][C:11]2[N:12]([N:14]=[C:15]([NH:17][C:18]([CH:20]3[CH2:22][CH2:21]3)=[O:19])[N:16]=2)[CH:13]=1.[CH3:25][N:26]1[C:30]([C:31](Cl)=[O:32])=[CH:29][C:28]([CH3:34])=[N:27]1>CN(C)C(=O)C>[CH:20]1([C:18]([NH:17][C:15]2[N:16]=[C:11]3[CH:10]=[CH:9][C:8]([O:7][C:6]4[CH:23]=[C:2]([NH:1][C:31]([C:30]5[N:26]([CH3:25])[N:27]=[C:28]([CH3:34])[CH:29]=5)=[O:32])[CH:3]=[CH:4][C:5]=4[CH3:24])=[CH:13][N:12]3[N:14]=2)=[O:19])[CH2:22][CH2:21]1. Procedure: In the same manner as in Example 24 and using N-[6-(5-amino-2-methylphenoxy)[1,2,4]triazolo[1,5-a]pyridin-2-yl]cyclopropanecarboxamide (265 mg, 0.820 mmol), 1,3-dimethyl-1H-pyrazole-5-carbonyl chloride (260 mg, 1.64 mmol) and N,N-dimethylacetamide (5 mL) as starting materials, the title compound (333 mg, 91%) was obtained as a white solid. The reactants are COC(C(CC=1C=CC(=NC1)OCCC=1N=C(OC1C)C1=CC=CC=C1)Br)=O (2-bromo-3-[2-[2-(5-methyl-2-phenyl-4-oxazolyl)ethoxy]-5-pyridyl]propionic acid methyl ester), NC(=S)N (thiourea), C(C)(=O)[O-].[Na+] (sodium acetate), C(=O)(O)[O-].[Na+] (NaHCO3). Run in C(C)O (ethanol), CCOCC (ether). Yields the product N=C1SC(C(N1)=O)C=1C=CC(=NC1)OCCC=1N=C(OC1C)C1=CC=CC=C1 (2-imino-5-[2-[2-(5-methyl-2-phenyl-4-oxazolyl)ethoxy]-5-pyridyl]-4-thiazolidinone). Isolated yield 90.7%. RXN SMILES: COC(=O)[CH:4](Br)[CH2:5][C:6]1[CH:7]=[CH:8][C:9]([O:12][CH2:13][CH2:14][C:15]2[N:16]=[C:17]([C:21]3[CH:26]=[CH:25][CH:24]=[CH:23][CH:22]=3)[O:18][C:19]=2[CH3:20])=[N:10][CH:11]=1.[NH2:29][C:30]([NH2:32])=[S:31].C([O-])(=[O:35])C.[Na+].C([O-])(O)=O.[Na+]>CCOCC.C(O)C>[NH:29]=[C:30]1[NH:32][C:4](=[O:35])[CH:5]([C:6]2[CH:7]=[CH:8][C:9]([O:12][CH2:13][CH2:14][C:15]3[N:16]=[C:17]([C:21]4[CH:22]=[CH:23][CH:24]=[CH:25][CH:26]=4)[O:18][C:19]=3[CH3:20])=[N:10][CH:11]=2)[S:31]1 |f:2.3,4.5|. Procedure: A mixture of 2-bromo-3-[2-[2-(5-methyl-2-phenyl-4-oxazolyl)ethoxy]-5-pyridyl]propionic acid methyl ester (1.07 g), thiourea (0.2 g), sodium acetate (0.22 g) and ethanol (25 ml) was heated for 2.5 hours while refluxing. To the reaction mixture was added a saturated aqueous solution of NaHCO3 and ether, and the resulting crystal was collected by filtration, to yield 2-imino-5-[2-[2-(5-methyl-2-phenyl-4-oxazolyl)ethoxy]-5-pyridyl]-4-thiazolidinone (0.86 g, 88%) (recrystallized from chloroform-metha... The reactants are CC1(CC(C1)C(=O)Cl)C (3,3-dimethylcyclobutanecarbonyl chloride), CC1(CC(C1)C(=O)Cl)C (3,3-dimethylcyclobutanecarbonyl chloride), IC1=CC=C(C(=O)OCC)C=C1 (Ethyl 4-iodobenzoate). Run in O1CCCC1 (tetrahydrofuran), O1CCCC1 (tetrahydrofuran), Cl (HCl). Run at temperature -40 celsius, time 40 minute. Yields the product C(C)OC(C1=CC=C(C=C1)C(=O)C1CC(C1)(C)C)=O (4-(3,3-dimethyl-cyclobutanecarbonyl)-benzoic acid ethyl ester). The yield is 104.1%. RXN SMILES: I[C:2]1[CH:12]=[CH:11][C:5]([C:6]([O:8][CH2:9][CH3:10])=[O:7])=[CH:4][CH:3]=1.[CH3:13][C:14]1([CH3:21])[CH2:17][CH:16]([C:18](Cl)=[O:19])[CH2:15]1>O1CCCC1.Cl>[CH2:9]([O:8][C:6](=[O:7])[C:5]1[CH:11]=[CH:12][C:2]([C:18]([CH:16]2[CH2:17][C:14]([CH3:21])([CH3:13])[CH2:15]2)=[O:19])=[CH:3][CH:4]=1)[CH3:10]. Procedure: Ethyl 4-iodobenzoate (600 mg, 2.17 mmol) was dissolved in tetrahydrofuran (6.0 mL) and brought to −40° C. Isopropylmagnesium chloride lithium chloride complex solution (1.0 M in tetrahydrofuran, 0.365 mL, 2.17 mmol) was added dropwise and the yellow-red solution was stirred at −40° C. for 40 min. Cul (124 mg, 0.65 mmol) was added in one portion and the mixture was then stirred at −15° C. for 20 min to dissolve all the solids. The yellow solution was then brought back to −40° C. and 3,3-dimethylc... Reactants: C(C1=CC=CC=C1)N1CC2CCC(C1)C2(O)C2=CC(=CC=C2)Br (3-Benzyl-8-(3-bromo-phenyl)-3-aza-bicyclo[3.2.1]octan-8-ol), tetrakistriphenylphosphine palladium (0), CN(C)C=O (DMF). Reagents/catalysts: [C-]#N.[Zn+2].[C-]#N (zinc cyanide). Reaction conditions: time 5 hour. The product is C(C1=CC=CC=C1)N1CC2CCC(C1)C2(O)C=2C=C(C#N)C=CC2 (3-(3-Benzyl-8-hydroxy-3-aza-bicyclo[3.2.1]oct-8-yl)-benzonitrile). As a reaction SMILES: [CH2:1]([N:8]1[CH2:14][CH:13]2[C:15]([C:17]3[CH:22]=[CH:21][CH:20]=[C:19](Br)[CH:18]=3)([OH:16])[CH:10]([CH2:11][CH2:12]2)[CH2:9]1)[C:2]1[CH:7]=[CH:6][CH:5]=[CH:4][CH:3]=1.[CH3:24][N:25](C=O)C>[C-]#N.[Zn+2].[C-]#N>[CH2:1]([N:8]1[CH2:14][CH:13]2[C:15]([C:17]3[CH:18]=[C:19]([CH:20]=[CH:21][CH:22]=3)[C:24]#[N:25])([OH:16])[CH:10]([CH2:11][CH2:12]2)[CH2:9]1)[C:2]1[CH:7]=[CH:6][CH:5]=[CH:4][CH:3]=1 |f:2.3.4|. Procedure details: 3-Benzyl-8-(3-bromo-phenyl)-3-aza-bicyclo[3.2.1]octan-8-ol (2.17 g, 5.83 mmol) and zinc cyanide (1.03 g, 8.75 mmol) were combined in DMF (30 mL), degassed (evac/N2 purge 3×) then charged with tetrakistriphenylphosphine palladium (0) (3.37 g, 2.91 mmol). The resulting reaction mixture was heated to 85 □ C. in an oil bath for 5 h (or until complete by TLC). After cooling to room temperature, the reaction mixture was filtered through a Celite pad and rinsed with EtOAc. The filtrate was extracted wi... Reactants: CC(=O)[O-], CC(=O)O, CC(C)=O, O=C(Cl)c1ccc(Cl)cc1, NC(=O)c1ccccc1N, [Na+]. Yields the product NC(=O)c1ccccc1NC(=O)c1ccc(Cl)cc1. RXN SMILES: [CH3:12][C:13](=[O:14])[O-:15].[CH3:16][C:17](=[O:18])[OH:19].[CH3:30][C:31](=[O:32])[CH3:33].[Cl:20][C:21](=[O:22])[c:23]1[cH:24][cH:25][c:26]([Cl:27])[cH:28][cH:29]1.[NH2:1][c:2]1[c:3]([C:4](=[O:5])[NH2:6])[cH:7][cH:8][cH:9][cH:10]1.[Na+:11]>>[NH:1]([c:2]1[c:3]([C:4](=[O:5])[NH2:6])[cH:7][cH:8][cH:9][cH:10]1)[C:21](=[O:22])[c:23]1[cH:24][cH:25][c:26]([Cl:27])[cH:28][cH:29]1. Reported procedure: A solution of sodium nitrite (97 mg, 1.4 mmol) dissolved in water (2 ml) was added to 3-(3-hexyl-6-methyl-3-azabicyclo[3.1.0]hex-6-yl)phenylamine (Preparation 12, 0.17 g, 0.61 mmol) dissolved in aqueous hydrochloric acid (2.0 M, 2 ml) over a few minutes at 0° C. After 30 min at 0° C., the reaction mixture was added to copper (I) chloride (1.57 g, 15.8 mmol) in concentrated hydrochloric acid (4.0 ml). After stirring the reaction mixture at room temperature for 45 min, the reaction mixture was hea... RXN SMILES: N([O-])=O.[Na+].[CH2:5]([N:11]1[CH2:16][CH:15]2[CH:13]([C:14]2([C:18]2[CH:19]=[C:20](N)[CH:21]=[CH:22][CH:23]=2)[CH3:17])[CH2:12]1)[CH2:6][CH2:7][CH2:8][CH2:9][CH3:10].C(=O)([O-])O.[Na+].[ClH:30]>O.[Cu]Cl>[Cl:30][C:20]1[CH:19]=[C:18]([C:14]2([CH3:17])[CH:15]3[CH:13]2[CH2:12][N:11]([CH2:5][CH2:6][CH2:7][CH2:8][CH2:9][CH3:10])[CH2:16]3)[CH:23]=[CH:22][CH:21]=1 |f:0.1,3.4|. Yield: 39.0%. Reactants: Cl (hydrochloric acid), N(=O)[O-].[Na+] (sodium nitrite), C(CCCCC)N1CC2C(C2C1)(C)C=1C=C(C=CC1)N (3-(3-hexyl-6-methyl-3-azabicyclo[3.1.0]hex-6-yl)phenylamine), C(O)([O-])=O.[Na+] (sodium hydrogen carbonate), Cl (hydrochloric acid). Run in O (water). Run at time 30 minute. The reagents and catalysts are [Cu]Cl (copper (I) chloride). Yields the product ClC=1C=C(C=CC1)C1(C2CN(CC12)CCCCCC)C (6-(3-Chlorophenyl)-3-hexyl-6-methyl-3-azabicyclo[3.1.0]hexane).